From a dataset of the Open Reaction Database (ORD), a public repository of structured organic reaction records. describe an organic reaction: reactants, conditions, products, and yield Reported procedure: To a solution of 1-(4-fluoro-3-methoxyphenyl)-2-phenylethanone (13 g, 53 mmol) dissolved in THF (266 mL) was added (R)-2-methylpropane-2-sulfinamide (7.8 g, 64 mmol) at rt, followed by Ti(OEt)4 (17 mL, 80 mmol). The reaction mixture was heated to reflux for 48 h, then allowed to cool to rt. The reaction mixture was concentrated under reduced pressure and the residue was diluted with Et2O. H2O was added and the solid was filtered and washed with Et2O. The filtrate was washed with H2O, dried over ... Reactants: CC(C)(C)[S@@](=O)N ((R)-2-methylpropane-2-sulfinamide), FC1=C(C=C(C=C1)C(CC1=CC=CC=C1)=O)OC (1-(4-fluoro-3-methoxyphenyl)-2-phenylethanone), Ti(OEt)4. The product is FC1=C(C=C(C=C1)\C(\CC1=CC=CC=C1)=N\[S@](=O)C(C)(C)C)OC ((R,E)-N-(1-(4-fluoro-3-methoxyphenyl)-2-phenylethylidene)-2-methylpropane-2-sulfinamide). Solvent: C1CCOC1 (THF). As a reaction SMILES: [F:1][C:2]1[CH:7]=[CH:6][C:5]([C:8](=O)[CH2:9][C:10]2[CH:15]=[CH:14][CH:13]=[CH:12][CH:11]=2)=[CH:4][C:3]=1[O:17][CH3:18].[CH3:19][C:20]([S@:23]([NH2:25])=[O:24])([CH3:22])[CH3:21]>C1COCC1>[F:1][C:2]1[CH:7]=[CH:6][C:5](/[C:8](=[N:25]/[S@@:23]([C:20]([CH3:22])([CH3:21])[CH3:19])=[O:24])/[CH2:9][C:10]2[CH:15]=[CH:14][CH:13]=[CH:12][CH:11]=2)=[CH:4][C:3]=1[O:17][CH3:18]. Isolated yield 65.2%. Starting materials: NC1=CC2=C(N=C(O2)C)C=C1 (6-amino-2-methylbenzoxazole), OC1=CC(=C2C(C(NC2=C1)=O)=O)NC(C)=O (N-(6-hydroxy-2,3-dioxo-2,3-dihydro-1H-indol-4-yl)acetamide), C1=CC(=CC=C1NN)S(=O)(=O)N.Cl (4-sulfonamidophenylhydrazine hydrochloride). The product is OC1=CC(=C2C(C(NC2=C1)=O)=O)NC(C)=O (N-(6-Hydroxy-2,3-dioxo-2,3-dihydro-1H-indol-4-yl)acetamide), CC1=NC2=CC=3C(C(NC3C=C2O1)=O)=NNC1=CC=C(C=C1)S(=O)(=O)N (4-[N′-(2-Methyl-6-oxo-5,6-dihydro-3-oxa-1,5-diaza-s-indacen-7-ylidene)-hydrazino]-benzenesulfonamide). Reaction SMILES: [NH2:1][C:2]1[CH:11]=[CH:10][C:5]2[N:6]=[C:7]([CH3:9])[O:8][C:4]=2[CH:3]=1.[OH:12][C:13]1[CH:21]=[C:20]2[C:16]([C:17](=[O:23])[C:18](=[O:22])[NH:19]2)=[C:15]([NH:24][C:25](=[O:27])[CH3:26])[CH:14]=1.[CH:28]1[C:33]([NH:34][NH2:35])=[CH:32][CH:31]=[C:30]([S:36]([NH2:39])(=[O:38])=[O:37])[CH:29]=1.Cl>>[OH:12][C:13]1[CH:21]=[C:20]2[C:16]([C:17](=[O:23])[C:18](=[O:22])[NH:19]2)=[C:15]([NH:24][C:25](=[O:27])[CH3:26])[CH:14]=1.[CH3:9][C:7]1[O:8][C:4]2[C:5](=[CH:10][C:11]3[C:14](=[N:35][NH:34][C:33]4[CH:28]=[CH:29][C:30]([S:36]([NH2:39])(=[O:37])=[O:38])=[CH:31][CH:32]=4)[C:13](=[O:12])[NH:1][C:2]=3[CH:3]=2)[N:6]=1 |f:2.3|. Procedure details: N-(6-Hydroxy-2,3-dioxo-2,3-dihydro-1H-indol-4-yl)acetamide was prepared from 6-amino-2-methylbenzoxazole (Heleyova, et al., Collection of Czechoslovakian Chemical Communications 1996, 61, 371-80) according to Procedure A in 12% overall yield. Condensation of N-(6-hydroxy-2,3-dioxo-2,3-dihydro-1H-indol-4-yl)acetamide and 4-sulfonamidophenylhydrazine hydrochloride according to Procedure G gave the title compound in 6% yield: 1H NMR (DMSO-d6): δ2.55 (s, 3H), 7.13 (s,1H), 7.23 (s, 2H), 7.57 (d, J=8....